This data is from the Open Reaction Database (ORD), a public repository of structured organic reaction records. The task is: describe an organic reaction: reactants, conditions, products, and yield Starting materials: CCCCC=Cc1cc2c(cc1Br)C(C)(C)CCC2(C)C, O=C=O, [Li]CCCC, C1CCOC1. The product is CCCCC=Cc1cc2c(cc1C(=O)O)C(C)(C)CCC2(C)C. Reaction SMILES: [Br:1][c:2]1[cH:3][c:4]2[c:9]([cH:10][c:11]1[CH:12]=[CH:13][CH2:14][CH2:15][CH2:16][CH3:17])[C:8]([CH3:18])([CH3:19])[CH2:7][CH2:6][C:5]2([CH3:20])[CH3:21].[C:27](=[O:28])=[O:29].[CH3:22][CH2:23][CH2:24][CH2:25][Li:26].[O:30]1[CH2:31][CH2:32][CH2:33][CH2:34]1>>[c:2]1([C:27](=[O:28])[OH:29])[cH:3][c:4]2[c:9]([cH:10][c:11]1[CH:12]=[CH:13][CH2:14][CH2:15][CH2:16][CH3:17])[C:8]([CH3:18])([CH3:19])[CH2:7][CH2:6][C:5]2([CH3:20])[CH3:21]. The reactants are CC(C)(C)c1nc2cc(S(=O)(=O)Cl)ccc2n1CC1CCOCC1, CNc1ccccc1, CN(C)c1ccncc1, CC#N. The product is CN(c1ccccc1)S(=O)(=O)c1ccc2c(c1)nc(C(C)(C)C)n2CC1CCOCC1. Reaction SMILES: [C:1]([CH3:2])([CH3:3])([CH3:4])[c:5]1[n:6][c:7]2[c:8]([n:9]1[CH2:10][CH:11]1[CH2:12][CH2:13][O:14][CH2:15][CH2:16]1)[cH:17][cH:18][c:19]([S:21](=[O:22])(=[O:23])[Cl:24])[cH:20]2.[CH3:25][NH:26][c:27]1[cH:28][cH:29][cH:30][cH:31][cH:32]1.[CH3:33][N:34]([c:35]1[cH:36][cH:37][n:38][cH:39][cH:40]1)[CH3:41].[CH3:42][C:43]#[N:44]>>[C:1]([CH3:2])([CH3:3])([CH3:4])[c:5]1[n:6][c:7]2[c:8]([n:9]1[CH2:10][CH:11]1[CH2:12][CH2:13][O:14][CH2:15][CH2:16]1)[cH:17][cH:18][c:19]([S:21](=[O:22])(=[O:23])[N:26]([CH3:25])[c:27]1[cH:28][cH:29][cH:30][cH:31][cH:32]1)[cH:20]2. Starting materials: BrC1=C(N=C(C2=CC=CC=C12)Cl)C (4-bromo-1-chloro-3-methyl-isoquinoline), CN(C)C=O (DMF). The solvent is CCCCCC (hexane), C1CCOC1 (THF). Run at time 40 minute. Yields the product ClC1=NC(=C(C2=CC=CC=C12)C=O)C (1-chloro-3-methyl-isoquinoline-4-carbaldehyde). Isolated yield 81.0%. Reaction SMILES: Br[C:2]1[C:11]2[C:6](=[CH:7][CH:8]=[CH:9][CH:10]=2)[C:5]([Cl:12])=[N:4][C:3]=1[CH3:13].CN([CH:17]=[O:18])C>CCCCCC.C1COCC1>[Cl:12][C:5]1[C:6]2[C:11](=[CH:10][CH:9]=[CH:8][CH:7]=2)[C:2]([CH:17]=[O:18])=[C:3]([CH3:13])[N:4]=1. Reported procedure: n-BiLi (12.3 ml of 1.6 M in hexane, 20 mmol) is added dropwise to a solution of 4-bromo-1-chloro-3-methyl-isoquinoline (4.6 g, 18 mmol) in THF (80 ml) at −78° C. and the mixture is stirred for 40 min. DMF (4.2 ml, 54 mmol) is then added slowly. The cold bath is removed, and stirring is continued for 15 min. The mixture is acidified with 1N—HCl to pH 2 and extracted with ether. The combined extracts are dried over Na2SO4 and concentrated in vacuo. The residue is chromatographed on silica gel to g... Reactants: ClC1=NC=CN=C1Cl (2,3-dichloropyrazine), [Na] (sodium), CO (methanol). Solvent: O (water). Product: ClC1=NC=CN=C1OC (2-chloro-3-methoxypyrazine). As a reaction SMILES: [Cl:1][C:2]1[C:7](Cl)=[N:6][CH:5]=[CH:4][N:3]=1.[Na].[CH3:10][OH:11]>O>[Cl:1][C:2]1[C:7]([O:11][CH3:10])=[N:6][CH:5]=[CH:4][N:3]=1 |^1:8|. Reported procedure: A mixture of 0.1 mole of 2,3-dichloropyrazine and 2.3 g. (0.1 mole) of sodium in 160 ml. of anhydrous methanol is refluxed 5-10 hours, and poured into water. The product is extracted with ether or chloroform and recrystallized from a suitable solvent such as ethanol to give pure 2-chloro-3-methoxypyrazine. The reactants are O (water), [K].CC(C)([O-])C (potassium tertbutoxide), C1(=CC=CC=C1)CSC1=C(C=CC=C1)CCl (2-phenylmethylthio chloromethyl benzene), N1C(CCC1)=O (2-pyrrolidinone). Solvent: CN(C=O)C (dimethylformamide). Reaction conditions: time 10 minute. Product: C1(=CC=CC=C1)CSC1=C(C=CC=C1)CN1C(CCC1)=O ((2-(Phenylmethylthio)phenylmethyl]-2-pyrrolidinone). Reaction SMILES: [K].CC(C)([O-])C.[NH:7]1[CH2:11][CH2:10][CH2:9][C:8]1=[O:12].[C:13]1([CH2:19][S:20][C:21]2[CH:26]=[CH:25][CH:24]=[CH:23][C:22]=2[CH2:27]Cl)[CH:18]=[CH:17][CH:16]=[CH:15][CH:14]=1.O>CN(C)C=O>[C:13]1([CH2:19][S:20][C:21]2[CH:26]=[CH:25][CH:24]=[CH:23][C:22]=2[CH2:27][N:7]2[CH2:11][CH2:10][CH2:9][C:8]2=[O:12])[CH:14]=[CH:15][CH:16]=[CH:17][CH:18]=1 |f:0.1,^1:0|. Procedure details: To a solution of 1.35 g of potassium-tertbutoxide in 25 mL of dimethylformamide, cooled to 0° C., was added 0.92 mL of 2-pyrrolidinone. As a white precipitate formed, the mixture was stirred for 10 minutes, and 3.0 g of 2-phenylmethylthio chloromethyl benzene was added in one portion. The resulting solution was allowed to warm to room temperature, stirred for 1 hour, poured into water, and extracted with methylene chloride. The organic layer was washed well with water, dried over magnesium sulfa... The reactants are CC1=[N+](C=CC(=C1C)OCC(C(F)F)(F)F)[O-] (2,3-dimethyl-4-(2,2,3,3-tetrafluoropropoxy)pyridine-1-oxide), CC(=O)OCC1=C2C=CC=CC2=C(C3=CC=CC=C31)COC(=O)C (acetic). The reagents and catalysts are S(O)(O)(=O)=O (sulfuric acid). Run at temperature 110 celsius, time 4 hour. Product: OCC1=NC=CC(=C1C)OCC(C(F)F)(F)F (2-hydroxymethyl-3-methyl-4-(2,2,3,3-tetrafluoropropoxy)pyridine). RXN SMILES: [CH3:1][C:2]1[C:7]([CH3:8])=[C:6]([O:9][CH2:10][C:11]([F:16])([F:15])[CH:12]([F:14])[F:13])[CH:5]=[CH:4][N+:3]=1[O-].CC(OCC1C2C(=CC=CC=2)C(COC(C)=O)=C2C=1C=CC=C2)=[O:20]>S(=O)(=O)(O)O>[OH:20][CH2:1][C:2]1[C:7]([CH3:8])=[C:6]([O:9][CH2:10][C:11]([F:16])([F:15])[CH:12]([F:14])[F:13])[CH:5]=[CH:4][N:3]=1. Reported procedure: Concentrated sulfuric acid (two drops) was added to a solution of 2,3-dimethyl-4-(2,2,3,3-tetrafluoropropoxy)pyridine-1-oxide (2.6 g) in acetic anydride (8 ml). The mixture was stirred at 110° C. for 4 hours, which was then concentrated. The residue was dissolved in methanol (20 ml), to which was added sodium hydroxide (1.2 g) dissolved in water (5 ml). The mixture was stirred at room temperature for 30 minutes, which was concentrated. To the residue was added water, and the mixture was subjecte... Reactants: CC(C)(C)c1ccc(C(F)(F)F)cc1[N+](=O)[O-], CCO. Product: CC(C)(C)c1ccc(C(F)(F)F)cc1N. RXN SMILES: [C:1]([CH3:2])([CH3:3])([CH3:4])[c:5]1[c:6]([N+:15]([O-:16])=[O:17])[cH:7][c:8]([C:11]([F:12])([F:13])[F:14])[cH:9][cH:10]1.[CH3:18][CH2:19][OH:20]>>[C:1]([CH3:2])([CH3:3])([CH3:4])[c:5]1[c:6]([NH2:15])[cH:7][c:8]([C:11]([F:12])([F:13])[F:14])[cH:9][cH:10]1. The reactants are N1(CCCCC1)CCN1N=CC2=C(C=CC=C12)N (1-(2-piperidin-1-yl-ethyl)-1H-indazol-4-ylamine), C(C)(C)(C)OC(=O)NCC(=O)O (tert-butoxycarbonylamino-acetic acid), Cl.C(C)N=C=NC(CC)(C)C (ethyldimethylpropylcarbodiimide hydrochloride), ON1N=NC2=C1C=CC=C2 (N-hydroxybenzotriazole), CN1CCOCC1 (N-methyl morpholine). The solvent is CN(C)C=O (DMF). Run at time 6 hour. Product: O=C(CNC(OC(C)(C)C)=O)NC1=C2C=NN(C2=CC=C1)CCN1CCCCC1 (tert-butyl 2-oxo-2-{[1-(2-piperidin-1-ylethyl)-1H-indazol-4-yl]amino}ethylcarbamate). As a reaction SMILES: [N:1]1([CH2:7][CH2:8][N:9]2[C:17]3[C:12](=[C:13]([NH2:18])[CH:14]=[CH:15][CH:16]=3)[CH:11]=[N:10]2)[CH2:6][CH2:5][CH2:4][CH2:3][CH2:2]1.[C:19]([O:23][C:24]([NH:26][CH2:27][C:28](O)=[O:29])=[O:25])([CH3:22])([CH3:21])[CH3:20].Cl.C(N=C=NC(C)(C)CC)C.ON1C2C=CC=CC=2N=N1.CN1CCOCC1>CN(C=O)C>[O:29]=[C:28]([NH:18][C:13]1[CH:14]=[CH:15][CH:16]=[C:17]2[C:12]=1[CH:11]=[N:10][N:9]2[CH2:8][CH2:7][N:1]1[CH2:6][CH2:5][CH2:4][CH2:3][CH2:2]1)[CH2:27][NH:26][C:24](=[O:25])[O:23][C:19]([CH3:21])([CH3:20])[CH3:22] |f:2.3|. Procedure: A mixture of 1-(2-piperidin-1-yl-ethyl)-1H-indazol-4-ylamine (mmol), tert-butoxycarbonylamino-acetic acid (mmol), ethyldimethylpropylcarbodiimide hydrochloride (mmol), N-hydroxybenzotriazole (mmol) and N-methyl morpholine (mmol) were dissolved in 15 mL of DMF and stirred at room temperature for 6 hours. The mixture was concentrated under reduced pressure and the residue purified by flash chromatography to provide the title compound. 1H NMR (300 MHz, DMSO-D6) δ ppm 1.34 (m, J=4.41 Hz, 6 H), 1.41 ... Starting materials: CC(C)(C)OC(=O)N1CCN(c2cccc3[nH]cc(Br)c23)CC1, CC(C)(C)[O-], [Na+], O=S(=O)(Cl)c1ccccc1, c1ccccc1. The product is CC(C)(C)OC(=O)N1CCN(c2cccc3c2c(Br)cn3S(=O)(=O)c2ccccc2)CC1. RXN SMILES: [C:1]([CH3:2])([CH3:3])([CH3:4])[O:5][C:6](=[O:7])[N:8]1[CH2:9][CH2:10][N:11]([c:14]2[c:15]3[c:16]([Br:23])[cH:17][nH:18][c:19]3[cH:20][cH:21][cH:22]2)[CH2:12][CH2:13]1.[CH3:24][C:25]([CH3:26])([O-:27])[CH3:28].[Na+:29].[c:30]1([S:36](=[O:37])(=[O:38])[Cl:39])[cH:31][cH:32][cH:33][cH:34][cH:35]1.[cH:40]1[cH:41][cH:42][cH:43][cH:44][cH:45]1>>[C:1]([CH3:2])([CH3:3])([CH3:4])[O:5][C:6](=[O:7])[N:8]1[CH2:9][CH2:10][N:11]([c:14]2[c:15]3[c:16]([Br:23])[cH:17][n:18]([S:36]([c:30]4[cH:31][cH:32][cH:33][cH:34][cH:35]4)(=[O:37])=[O:38])[c:19]3[cH:20][cH:21][cH:22]2)[CH2:12][CH2:13]1.